From a dataset of the Open Reaction Database (ORD), a public repository of structured organic reaction records. describe an organic reaction: reactants, conditions, products, and yield Reactants: O=C(O)C(c1ccc(F)cc1)c1ccc(F)cc1, CC(C)C(=O)Nc1ccc(F)c(C2CCN(CCCN)CC2)c1. Yields the product CC(C)C(=O)Nc1ccc(F)c(C2CCN(CCCNC(=O)C(c3ccc(F)cc3)c3ccc(F)cc3)CC2)c1. Reaction SMILES: [F:1][c:2]1[cH:3][cH:4][c:5]([CH:8]([C:9](=[O:10])[OH:11])[c:12]2[cH:13][cH:14][c:15]([F:18])[cH:16][cH:17]2)[cH:6][cH:7]1.[NH2:19][CH2:20][CH2:21][CH2:22][N:23]1[CH2:24][CH2:25][CH:26]([c:29]2[cH:30][c:31]([NH:36][C:37]([CH:38]([CH3:39])[CH3:40])=[O:41])[cH:32][cH:33][c:34]2[F:35])[CH2:27][CH2:28]1>>[F:1][c:2]1[cH:3][cH:4][c:5]([CH:8]([C:9](=[O:11])[NH:19][CH2:20][CH2:21][CH2:22][N:23]2[CH2:24][CH2:25][CH:26]([c:29]3[cH:30][c:31]([NH:36][C:37]([CH:38]([CH3:39])[CH3:40])=[O:41])[cH:32][cH:33][c:34]3[F:35])[CH2:27][CH2:28]2)[c:12]2[cH:13][cH:14][c:15]([F:18])[cH:16][cH:17]2)[cH:6][cH:7]1. The product is CN1N=C(C(=C1)N1C(N(C=2C=NC=3C=CC(=CC3C21)C=2C=NC1=CC=CC=C1C2)C)=O)C (1-(1,3-Dimethyl-1H-pyrazol-4-yl)-3-methyl-8-quinolin-3-yl-1,3-dihydro-imidazo[4,5-c]quinolin-2-one). Procedure: The title compound was synthesized in a similar manner as described for Example 1.1 using 8-bromo-1-(1,3-dimethyl-1H-pyrazol-4-yl)-3-methyl-1,3-dihydro-imidazo[4,5-c]quinolin-2-one (Intermediate A, 39 mg, 0.105 mmol) and 3-quinolineboronic acid (Aldrich, Buchs, Switzerland, 22 mg, 0.127 mmol) to give the title compound as an off-white solid. (HPLC: tR 2.40 min (Method A); M+H=421 MS-ES; 1H-NMR (d6-DMSO, 400 MHz) 9.03-8.96 (m, 2H), 8.52 (s, 1H), 8.21-7.99 (m, 5H), 7.83-7.76 (m, 1H), 7.75-7.71 (m,... Starting materials: BrC1=CC=2C3=C(C=NC2C=C1)N(C(N3C=3C(=NN(C3)C)C)=O)C (8-bromo-1-(1,3-dimethyl-1H-pyrazol-4-yl)-3-methyl-1,3-dihydro-imidazo[4,5-c]quinolin-2-one), BrC1=CC=2C3=C(C=NC2C=C1)N(C(N3C=3C(=NN(C3)C)C)=O)C (8-bromo-1-(1,3-dimethyl-1H-pyrazol-4-yl)-3-methyl-1,3-dihydro-imidazo[4,5-c]quinolin-2-one), N1=CC(=CC2=CC=CC=C12)B(O)O (3-quinolineboronic acid). As a reaction SMILES: Br[C:2]1[CH:11]=[CH:10][C:9]2[N:8]=[CH:7][C:6]3[N:12]([CH3:23])[C:13](=[O:22])[N:14]([C:15]4[C:16]([CH3:21])=[N:17][N:18]([CH3:20])[CH:19]=4)[C:5]=3[C:4]=2[CH:3]=1.[N:24]1[C:33]2[C:28](=[CH:29][CH:30]=[CH:31][CH:32]=2)[CH:27]=[C:26](B(O)O)[CH:25]=1>>[CH3:20][N:18]1[CH:19]=[C:15]([N:14]2[C:5]3[C:4]4[CH:3]=[C:2]([C:26]5[CH:25]=[N:24][C:33]6[C:28]([CH:27]=5)=[CH:29][CH:30]=[CH:31][CH:32]=6)[CH:11]=[CH:10][C:9]=4[N:8]=[CH:7][C:6]=3[N:12]([CH3:23])[C:13]2=[O:22])[C:16]([CH3:21])=[N:17]1. Reactants: N1N=CC2=CC=C(C=C12)NC=1C2=C(N=C(N1)NC1=CC=C(C=C1)SC)N(C=C2)S(=O)(=O)C2=CC=C(C)C=C2 (N4-(1H-indazol-6-yl)-N2-(4-(methylthio)phenyl)-7-tosyl-7H-pyrrolo[2,3-d]pyrimidine-2,4-diamine), ClC1=CC(=CC=C1)C(=O)OO (m-chloroperbenzoic acid), [OH-].[K+] (KOH). Solvent: CC(=O)C (acetone). Reaction conditions: time 2 hour. The product is N1N=CC2=CC=C(C=C12)NC=1C2=C(N=C(N1)NC1=CC=C(C=C1)S(=O)C)NC=C2 (N4-(1H-indazol-6-yl)-N2-(4-(methylsulfinyl)phenyl)-7H-pyrrolo[2,3-d]pyrimidine-2,4-diamine). Isolated yield 27.4%. RXN SMILES: [NH:1]1[C:9]2[C:4](=[CH:5][CH:6]=[C:7]([NH:10][C:11]3[C:12]4[CH:28]=[CH:27][N:26](S(C5C=CC(C)=CC=5)(=O)=O)[C:13]=4[N:14]=[C:15]([NH:17][C:18]4[CH:23]=[CH:22][C:21]([S:24][CH3:25])=[CH:20][CH:19]=4)[N:16]=3)[CH:8]=2)[CH:3]=[N:2]1.ClC1C=CC=C(C(OO)=O)C=1.[OH-:50].[K+]>CC(C)=O>[NH:1]1[C:9]2[C:4](=[CH:5][CH:6]=[C:7]([NH:10][C:11]3[C:12]4[CH:28]=[CH:27][NH:26][C:13]=4[N:14]=[C:15]([NH:17][C:18]4[CH:19]=[CH:20][C:21]([S:24]([CH3:25])=[O:50])=[CH:22][CH:23]=4)[N:16]=3)[CH:8]=2)[CH:3]=[N:2]1 |f:2.3|. Procedure: To a solution of N4-(1H-indazol-6-yl)-N2-(4-(methylthio)phenyl)-7-tosyl-7H-pyrrolo[2,3-d]pyrimidine-2,4-diamine (102 mg, 0.19 mmol) in acetone (4 mL), m-chloroperbenzoic acid (mCPBA) (70%, 34 mg, 0.14 mmol) was added. After being stirred at room temperature for 2 h, the mixture was concentrated in vacuo. The residue was dissolved in dioxane (3 mL) and aq. 1N KOH (1.5 mL, 1.5 mmol) was added. After being stirred at 70° C. for 24 h, the mixture was concentrated in vacuo. The residue was acidified ... Starting materials: NN1CCOC(C2=C1C=CC=C2)C2=CC=CC=C2 (1-Amino-1,2,3,5-tetrahydro-5-phenyl-4,1-benzoxazepine), Cl.N1CCC(CC1)=O (4-piperidone hydrochloride). The product is Cl.C1(=CC=CC=C1)C1OCCN2C3=C1C=CC=C3C3=C2CCNC3 ((±)-1,2,8,9,10,11-hexahydro-4-phenyl-4H-pyrido[3',4':4,5]pyrrolo[3,2,1-jk][4,1]benzoxazepine hydrochloride). RXN SMILES: N[N:2]1[C:8]2[CH:9]=[CH:10][CH:11]=[CH:12][C:7]=2[CH:6]([C:13]2[CH:18]=[CH:17][CH:16]=[CH:15][CH:14]=2)[O:5][CH2:4][CH2:3]1.[ClH:19].[NH:20]1[CH2:25][CH2:24][C:23](=O)[CH2:22][CH2:21]1>>[ClH:19].[C:13]1([CH:6]2[C:7]3[CH:12]=[CH:11][CH:10]=[C:9]4[C:22]5[CH2:21][NH:20][CH2:25][CH2:24][C:23]=5[N:2]([C:8]=34)[CH2:3][CH2:4][O:5]2)[CH:18]=[CH:17][CH:16]=[CH:15][CH:14]=1 |f:1.2,3.4|. Procedure details: 1-Amino-1,2,3,5-tetrahydro-5-phenyl-4,1-benzoxazepine [Testa and Fontanella, Il Farmaco, 18, 815 (1963)] is reacted with 4-piperidone hydrochloride as described in Example 110 to yield the title compound, m.p. 297°-299° . The reactants are [Cl-].[NH4+] (ammonium chloride), C(C1=CC=CC=C1)OC1=NC(=C(C(=N1)OCC1=CC=CC=C1)C(C)(C)C)Cl (2,4-Bis-benzyloxy-5-tert-butyl-6-chloro-pyrimidine), C(#N)C=1C=C(C=C(C1)C)CC#N (3-cyano-5-methylphenyl acetonitrile), [H-].[Na+] (sodium hydride). Run in CN(C)C=O (DMF). Reaction conditions: time 1 hour. Product: C(C1=CC=CC=C1)OC1=NC(=C(C(=N1)C(C=1C=C(C#N)C=C(C1)C)C#N)C(C)(C)C)OCC1=CC=CC=C1 (3-[(2,6-Bis-benzyloxy-5-tert-butyl-pyrimidin-4-yl)-cyano-methyl]-5-methyl-benzonitrile). Isolated yield 29.4%. RXN SMILES: [CH2:1]([O:8][C:9]1[N:14]=[C:13]([O:15][CH2:16][C:17]2[CH:22]=[CH:21][CH:20]=[CH:19][CH:18]=2)[C:12]([C:23]([CH3:26])([CH3:25])[CH3:24])=[C:11](Cl)[N:10]=1)[C:2]1[CH:7]=[CH:6][CH:5]=[CH:4][CH:3]=1.[C:28]([C:30]1[CH:31]=[C:32]([CH2:37][C:38]#[N:39])[CH:33]=[C:34]([CH3:36])[CH:35]=1)#[N:29].[H-].[Na+].[Cl-].[NH4+]>CN(C=O)C>[CH2:1]([O:8][C:9]1[N:10]=[C:11]([CH:37]([C:38]#[N:39])[C:32]2[CH:31]=[C:30]([CH:35]=[C:34]([CH3:36])[CH:33]=2)[C:28]#[N:29])[C:12]([C:23]([CH3:26])([CH3:25])[CH3:24])=[C:13]([O:15][CH2:16][C:17]2[CH:22]=[CH:21][CH:20]=[CH:19][CH:18]=2)[N:14]=1)[C:2]1[CH:7]=[CH:6][CH:5]=[CH:4][CH:3]=1 |f:2.3,4.5|. Procedure: To a stirred mixture of 2,4-Bis-benzyloxy-5-tert-butyl-6-chloro-pyrimidine (3.8 g, 10 mmol) and 3-cyano-5-methylphenyl acetonitrile (1.56 g, 10 mmol) in anhydrous DMF (20 ml) at 0° C. (ice bath) under nitrogen atmosphere, was portionwise added 60% sodium hydride (880 mg, 22 mmol). After stirring for 1 hr., the mixture was further stirred at room temperature for overnight. The mixture was then neutralized with aqueous saturated ammonium chloride solution and the crude product was extracted with e... Reactants: CC(C)OC(=O)c1ccc(OC(C)C)c(Br)c1, CCO, [Na+], [OH-]. The product is CC(C)Oc1ccc(C(=O)O)cc1Br. Reaction SMILES: [Br:1][c:2]1[cH:3][c:4]([C:5](=[O:6])[O:7][CH:8]([CH3:9])[CH3:10])[cH:11][cH:12][c:13]1[O:14][CH:15]([CH3:16])[CH3:17].[CH3:18][CH2:19][OH:20].[Na+:22].[OH-:21]>>[Br:1][c:2]1[cH:3][c:4]([C:5](=[O:6])[OH:7])[cH:11][cH:12][c:13]1[O:14][CH:15]([CH3:16])[CH3:17].